From a dataset of the Open Reaction Database (ORD), a public repository of structured organic reaction records. describe an organic reaction: reactants, conditions, products, and yield Starting materials: COc1cc2c(c3c1OC(C)(C)C3)C(c1cccc(Br)c1)=NCC2(C)C, Br, N. Product: CC1(C)Cc2c(c(O)cc3c2C(c2cccc(Br)c2)=NCC3(C)C)O1. As a reaction SMILES: [Br:1][c:2]1[cH:3][c:4]([C:8]2=[N:9][CH2:10][C:11]([CH3:25])([CH3:26])[c:12]3[cH:13][c:14]([O:23][CH3:24])[c:15]4[c:16]([c:17]32)[CH2:18][C:19]([CH3:21])([CH3:22])[O:20]4)[cH:5][cH:6][cH:7]1.[BrH:28].[NH3:27]>>[Br:1][c:2]1[cH:3][c:4]([C:8]2=[N:9][CH2:10][C:11]([CH3:25])([CH3:26])[c:12]3[cH:13][c:14]([OH:23])[c:15]4[c:16]([c:17]32)[CH2:18][C:19]([CH3:21])([CH3:22])[O:20]4)[cH:5][cH:6][cH:7]1.